Dataset: the Open Reaction Database (ORD), a public repository of structured organic reaction records. Task: describe an organic reaction: reactants, conditions, products, and yield Reactants: O1C(CCCC1)OCCN1C(C2(CCNCC2)C2=CC(=CC=C12)C(=O)OC(C)(C)C)=O (1-(Tetrahydropyran-2-yl-oxy-ethyl)-5-tert-butoxycarbonyl-spiro[indoline-3,4′-piperidin]-2-one), Cl (HCl). Solvent: CO (methanol). Run at time 30 minute. The product is OCCN1C(C2(CCNCC2)C2=CC(=CC=C12)C(=O)OC(C)(C)C)=O (1-(hydroxyethyl)-5-tert-butoxycarbonyl-spiro[indoline-3,4′-piperidin]-2-one). Reaction SMILES: O1CCCCC1[O:7][CH2:8][CH2:9][N:10]1[C:23]2[C:18](=[CH:19][C:20]([C:24]([O:26][C:27]([CH3:30])([CH3:29])[CH3:28])=[O:25])=[CH:21][CH:22]=2)[C:12]2([CH2:17][CH2:16][NH:15][CH2:14][CH2:13]2)[C:11]1=[O:31].Cl>CO>[OH:7][CH2:8][CH2:9][N:10]1[C:23]2[C:18](=[CH:19][C:20]([C:24]([O:26][C:27]([CH3:29])([CH3:28])[CH3:30])=[O:25])=[CH:21][CH:22]=2)[C:12]2([CH2:13][CH2:14][NH:15][CH2:16][CH2:17]2)[C:11]1=[O:31]. Reported procedure: 1-(Tetrahydropyran-2-yl-oxy-ethyl)-5-tert-butoxycarbonyl-spiro[indoline-3,4′-piperidin]-2-one (0.021 g, 0.05 mmol) was dissolved in methanol (2 mL). To the reaction mixture was then added at room temperature aqueous 1.0N HCl (80 μL) and the reaction mixture was stirred for 30 minutes. The reaction mixture was then partitioned with aqueous Na2CO3 and ethyl acetate. The organic layer was washed with brine, dried with Na2SO4, filtered and the solvent evaporated in vacuo to yield the title compound ... Starting materials: NC=1SC=C(N1)CCC1=CC=C(C=C1)CC(=O)OC (methyl {4-[2-(2-amino-1,3-thiazol-4-yl)ethyl]phenyl}acetate), C(C)(C)N(C(C)C)CC (N,N-diisopropylethylamine), O (water), C(C)S(=O)(=O)Cl (Ethanesulfonyl chloride). Run in C(Cl)(Cl)Cl (chloroform). Run at temperature 0 celsius, time 8 hour. Yields the product C(C)S(=O)(=O)NC=1SC=C(N1)CCC1=CC=C(C=C1)CC(=O)OC (methyl [4-(2-{2-[(ethylsulfonyl)amino]-1,3-thiazol-4-yl}ethyl)phenyl]acetate). The yield is 66.0%. As a reaction SMILES: [NH2:1][C:2]1[S:3][CH:4]=[C:5]([CH2:7][CH2:8][C:9]2[CH:14]=[CH:13][C:12]([CH2:15][C:16]([O:18][CH3:19])=[O:17])=[CH:11][CH:10]=2)[N:6]=1.C(N(CC)C(C)C)(C)C.[CH2:29]([S:31](Cl)(=[O:33])=[O:32])[CH3:30].O>C(Cl)(Cl)Cl>[CH2:29]([S:31]([NH:1][C:2]1[S:3][CH:4]=[C:5]([CH2:7][CH2:8][C:9]2[CH:14]=[CH:13][C:12]([CH2:15][C:16]([O:18][CH3:19])=[O:17])=[CH:11][CH:10]=2)[N:6]=1)(=[O:33])=[O:32])[CH3:30]. Reported procedure: To a solution of methyl {4-[2-(2-amino-1,3-thiazol-4-yl)ethyl]phenyl}acetate (2.00 g, 7.24 mmol) in chloroform (20 ml) was added N,N-diisopropylethylamine (6.3 ml, 36.2 mmol), and the mixture was cooled to 0° C. Ethanesulfonyl chloride (0.82 ml, 8.7 mmol) was added dropwise, and the mixture was stirred at 0° C. overnight. Iced water (40 ml) was added to the reaction mixture, and the mixture was stirred for 10 mins. The mixture was extracted with ethyl acetate, and the combined organic layer was ... The reactants are ClC1=NC=C(C(=N1)Cl)F (2,4-dichloro-5-fluoropyrimidine), COC(=O)C=C1CC(N)=CC=C1 (3-(methoxycarbonylmethylene)aniline). The product is COC(=O)C=C1CC(=CC=C1)NC1=NC=C(C(=N1)NC=1CC(C=CC1)=CC(=O)OC)F (N2,N4-bis(3-methoxycarbonylmethylenephenyl)-5-fluoro-2,4-pyrimidinediamine). RXN SMILES: Cl[C:2]1[N:7]=[C:6](Cl)[C:5]([F:9])=[CH:4][N:3]=1.[CH3:10][O:11][C:12]([CH:14]=[C:15]1[CH:21]=[CH:20][CH:19]=[C:17]([NH2:18])[CH2:16]1)=[O:13]>>[CH3:10][O:11][C:12]([CH:14]=[C:15]1[CH:21]=[CH:20][CH:19]=[C:17]([NH:18][C:2]2[N:7]=[C:6]([NH:18][C:17]3[CH2:16][C:15](=[CH:14][C:12]([O:11][CH3:10])=[O:13])[CH:21]=[CH:20][CH:19]=3)[C:5]([F:9])=[CH:4][N:3]=2)[CH2:16]1)=[O:13]. Procedure: In like manner to the preparation of N2,N4-bis(3-hydroxyphenyl)-5-fluoro-2,4-pyrimidinediamine, 2,4-dichloro-5-fluoropyrimidine and 3-(methoxycarbonylmethylene)aniline were reacted to produce the desired N2,N4-bis(3-methoxycarbonylmethylenephenyl)-5-fluoro-2,4-pyrimidinediamine. 1H NMR (DMSO-d6): δ 10.23 (br s, 1H), 10.05 (br s, 1H), 8.26 (d, 1H, J=4.6 Hz), 7.64 (d, 1H, J=8.2 Hz), 7.51 (br s, 1H), 7.46 (d, 1H, J=8.2 Hz), 7.33 (br s, 1H), 7.29 (t, 1H, J=7.6 Hz), 7.20 (t, 1H, J=7.6 Hz), 7.06 (d, 1... The reactants are C(C)OC(C=C(C1=CC=CC=C1)C1=C2C(=CNC2=CC=C1)C#N)=O (3-(3-cyano-1H-Indol-4-yl)-3-phenyl-acrylic acid ethyl ester), CCOC(=O)C (EtOAc). The reagents and catalysts are [Pd] (Pd/C). The solvent is CCO (EtOH). Run at time 19 hour. Product: C(C)OC(CC(C1=CC=CC=C1)C1=C2C(=CNC2=CC=C1)C#N)=O (3-(3-cyano-1H-Indol-4-yl)-3-phenyl-propionic acid ethyl ester). Reaction SMILES: [CH2:1]([O:3][C:4](=[O:24])[CH:5]=[C:6]([C:13]1[CH:21]=[CH:20][CH:19]=[C:18]2[C:14]=1[C:15]([C:22]#[N:23])=[CH:16][NH:17]2)[C:7]1[CH:12]=[CH:11][CH:10]=[CH:9][CH:8]=1)[CH3:2].CCOC(C)=O>CCO.[Pd]>[CH2:1]([O:3][C:4](=[O:24])[CH2:5][CH:6]([C:13]1[CH:21]=[CH:20][CH:19]=[C:18]2[C:14]=1[C:15]([C:22]#[N:23])=[CH:16][NH:17]2)[C:7]1[CH:8]=[CH:9][CH:10]=[CH:11][CH:12]=1)[CH3:2]. Procedure details: To a solution of 3-(3-cyano-1H-Indol-4-yl)-3-phenyl-acrylic acid ethyl ester LVIII (620 mg, 1.96 mmol) in EtOH (30 ml) and EtOAc (15 ml) was added Degoussa-type catalyst (10% Pd/C wet, 70 mg). The reaction mixture was hydrogenated in a Parr apparatus at 55 psi of H2 for 19 hours. The reaction mixture was filtered through celite with EtOH, MeOH and EtOAc. The filtrate was concentrated to afford 3-(3-cyano-1H-Indol-4-yl)-3-phenyl-propionic acid ethyl ester LIX as a white solid in quantitative yiel...